This data is from the Open Reaction Database (ORD), a public repository of structured organic reaction records. The task is: describe an organic reaction: reactants, conditions, products, and yield The reactants are CCc1ccc(C2CC(c3nc(OCCOC)no3)CN(C(=O)N3CCSCC3)C2)cc1, O=C(OO)c1cccc(Cl)c1. Yields the product CCc1ccc(C2CC(c3nc(OCCOC)no3)CN(C(=O)N3CCS(=O)CC3)C2)cc1. Reaction SMILES: [CH2:1]([CH3:2])[c:3]1[cH:4][cH:5][c:6]([CH:9]2[CH2:10][N:11]([C:25](=[O:26])[N:27]3[CH2:28][CH2:29][S:30][CH2:31][CH2:32]3)[CH2:12][CH:13]([c:15]3[n:16][c:17]([O:20][CH2:21][CH2:22][O:23][CH3:24])[n:18][o:19]3)[CH2:14]2)[cH:7][cH:8]1.[OH:33][O:34][C:35]([c:36]1[cH:37][c:38]([Cl:39])[cH:40][cH:41][cH:42]1)=[O:43]>>[CH2:1]([CH3:2])[c:3]1[cH:4][cH:5][c:6]([CH:9]2[CH2:10][N:11]([C:25](=[O:26])[N:27]3[CH2:28][CH2:29][S:30](=[O:33])[CH2:31][CH2:32]3)[CH2:12][CH:13]([c:15]3[n:16][c:17]([O:20][CH2:21][CH2:22][O:23][CH3:24])[n:18][o:19]3)[CH2:14]2)[cH:7][cH:8]1.